From a dataset of the Open Reaction Database (ORD), a public repository of structured organic reaction records. describe an organic reaction: reactants, conditions, products, and yield Yields the product Fc1ccc(-c2cccc3[nH]ccc23)cc1Cl. Starting materials: Fc1ccc(Br)cc1Cl, C1CCOC1, CC1(C)OB(c2cccc3[nH]ccc23)OC1(C)C, CCOC(C)=O, [Na+], [OH-], [Pd]. Reaction SMILES: [Br:19][c:20]1[cH:21][c:22]([Cl:27])[c:23]([F:26])[cH:24][cH:25]1.[CH2:30]1[O:31][CH2:32][CH2:33][CH2:34]1.[CH3:1][C:2]1([CH3:3])[C:4]([CH3:5])([CH3:6])[O:7][B:8]([c:9]2[c:10]3[cH:11][cH:12][nH:13][c:14]3[cH:15][cH:16][cH:17]2)[O:18]1.[CH3:36][CH2:37][O:38][C:39](=[O:40])[CH3:41].[Na+:29].[OH-:28].[Pd:35]>>[c:9]1(-[c:20]2[cH:21][c:22]([Cl:27])[c:23]([F:26])[cH:24][cH:25]2)[c:10]2[cH:11][cH:12][nH:13][c:14]2[cH:15][cH:16][cH:17]1.